From a dataset of the Open Reaction Database (ORD), a public repository of structured organic reaction records. describe an organic reaction: reactants, conditions, products, and yield The reactants are NC=1C(=NC=CC1)C1=CC=CC=C1 (3-amino-2-phenylpyridine), Cl (hydrochloric acid), [H][H] (hydrogen). Reagents/catalysts: [Pt] (platinum/carbon). Run in O (water). The product is NC1C(NCCC1)C1=CC=CC=C1 (3-Amino-2-phenylpiperidine). RXN SMILES: [NH2:1][C:2]1[C:3]([C:8]2[CH:13]=[CH:12][CH:11]=[CH:10][CH:9]=2)=[N:4][CH:5]=[CH:6][CH:7]=1.Cl.[H][H]>[Pt].O>[NH2:1][CH:2]1[CH2:7][CH2:6][CH2:5][NH:4][CH:3]1[C:8]1[CH:13]=[CH:12][CH:11]=[CH:10][CH:9]=1. Procedure details: A 500 ml Parr bottle was charged with 5 grams of 5% platinum/carbon (50% water wet), 5 grams (0.0293 mol.) 3-amino-2-phenylpyridine (1 equivalent), 75 ml of water (15 vol.) and 25 ml of concentrated hydrochloric acid (5 vol.). The reaction was hydrogenated (maintaining the hydrogen pressure between 36 psi and 50 psi) until high pressure liquid chromatography (HPLC) indicated complete reaction. The catalyst was removed by filtration and the pH of the filtrate was adjusted from 0 to a stable 11.2 ... The reactants are CCO, CC(C)N, CCOC(=O)C(F)Cl, OCCO. Product: CC(C)NC(=O)C(F)Cl. RXN SMILES: [CH2:17]([OH:18])[CH3:19].[CH:1]([CH3:2])([CH3:3])[NH2:4].[F:5][CH:6]([C:7](=[O:8])[O:9][CH2:10][CH3:11])[Cl:12].[OH:13][CH2:14][CH2:15][OH:16]>>[CH:1]([CH3:2])([CH3:3])[NH:4][C:7]([CH:6]([F:5])[Cl:12])=[O:8]. The reactants are FC(C1=CC=C(C=C1)C1=NC=CC(=C1)C1(CC=CC1)C(=O)OC)(F)F ((±)-Methyl 1-{2-[4-(trifluoromethyl)phenyl]pyridin-4-yl}cyclopent-3-ene-1-carboxylate), Cl (HCl). The reagents and catalysts are [Pt](=O)=O (platinum (IV) oxide). The solvent is CO (MeOH). Conditions: time 0.5 hour. Product: FC(C1=CC=C(C=C1)[C@@H]1NCC[C@@H](C1)C1(CCCC1)C(=O)OC)(F)F ((±)-Methyl 1-{(2R*,4S*)-2-[4-(trifluoromethyl)phenyl]piperidin-4-yl}cyclopentanecarboxylate). Yield: 61.4%. RXN SMILES: [F:1][C:2]([F:25])([F:24])[C:3]1[CH:8]=[CH:7][C:6]([C:9]2[CH:14]=[C:13]([C:15]3([C:20]([O:22][CH3:23])=[O:21])[CH2:19][CH:18]=[CH:17][CH2:16]3)[CH:12]=[CH:11][N:10]=2)=[CH:5][CH:4]=1.Cl>CO.[Pt](=O)=O>[F:24][C:2]([F:1])([F:25])[C:3]1[CH:4]=[CH:5][C:6]([C@H:9]2[CH2:14][C@@H:13]([C:15]3([C:20]([O:22][CH3:23])=[O:21])[CH2:19][CH2:18][CH2:17][CH2:16]3)[CH2:12][CH2:11][NH:10]2)=[CH:7][CH:8]=1. Reported procedure: A mixture of the pyridine from Step 1 (270 mg, 0.77 mmol) platinum (IV) oxide (30 mg) and HCl solution (4N in dioxan, 0.2 ml, 0.8 mmol) in MeOH (15 ml) was hydrogenated at 20 psi on a Parr® apparatus for 0.5 hours. The catalyst was removed by filtration and the filtrate evaporated in vacuo. The residue was purified by chromatography on silica, eluting with 1-2% 2M NH3 in MeOH/DCM to give the title compound (168 mg, 61%) as an oil The give the desired piperidine as white solid (7.1 g, quant). M/Z... Starting materials: CNCC[C@@H](O)C1=CC=CC=C1 ((R)-3-(methylamino)-1-phenylpropanol), ClC1=CC=C(C=C1)C(F)(F)F (4-chlorobenzotrifluoride). The product is CNCC[C@@H](OC1=CC=C(C=C1)C(F)(F)F)C1=CC=CC=C1 ((R)-N-methyl-3-phenyl-3-[(α,α,α-trifluoro-p-tolyl)oxy]propylamine). RXN SMILES: [CH3:1][NH:2][CH2:3][CH2:4][C@H:5]([C:7]1[CH:12]=[CH:11][CH:10]=[CH:9][CH:8]=1)[OH:6].Cl[C:14]1[CH:19]=[CH:18][C:17]([C:20]([F:23])([F:22])[F:21])=[CH:16][CH:15]=1>>[CH3:1][NH:2][CH2:3][CH2:4][C@H:5]([C:7]1[CH:12]=[CH:11][CH:10]=[CH:9][CH:8]=1)[O:6][C:14]1[CH:19]=[CH:18][C:17]([C:20]([F:23])([F:22])[F:21])=[CH:16][CH:15]=1. Procedure: A process according to claim 6 comprising the additional step, following all preceding steps, of reacting (R)-3-(methylamino)-1-phenylpropanol with a strong base followed by 4-chlorobenzotrifluoride to provide (R)-N-methyl-3-phenyl-3-[(α,α,α-trifluoro-p-tolyl)oxy]propylamine. Starting materials: C(C)(=O)OCC (ethyl acetate), [Na] (sodium), FC1=C(C=CC(=C1)F)[C@@]1(O[C@H]1C)CN1N=CN=C1 ((2R,3S)-2-(2,4-difluorophenyl)-3-methyl-2-[(1H-1,2,4-triazol-1-yl)methyl]oxirane), C(C)(C)(C)OC(=O)N1CCC(CC1)S (1-(tert-butoxycarbonyl)-4-mercaptopiperidine). Solvent: CN(C=O)C (dimethylformamide). Reaction conditions: time 20 minute. Product: FC1=C(C=CC(=C1)F)[C@](C)([C@@](C)(SC1CCN(CC1)C(=O)OC(C)(C)C)N1N=CN=C1)O ((2R,3R)-2-(2,4-Difluorophenyl)-3-(1H-1,2,4-triazol-1-yl)-3-[[1-(tert-butoxycarbonyl)piperidin-4-yl]thio]-2-butanol). The yield is 53.0%. Reaction SMILES: [C:1]([O:5][C:6]([N:8]1[CH2:13][CH2:12][CH:11]([SH:14])[CH2:10][CH2:9]1)=[O:7])([CH3:4])([CH3:3])[CH3:2].[Na].[F:16][C:17]1[CH:22]=[C:21]([F:23])[CH:20]=[CH:19][C:18]=1[C@@:24]1([CH2:28][N:29]2[CH:33]=[N:32][CH:31]=[N:30]2)[C@H:26](C)[O:25]1.[C:34](OCC)(=O)C>CN(C)C=O>[F:16][C:17]1[CH:22]=[C:21]([F:23])[CH:20]=[CH:19][C:18]=1[C@@:24]([OH:25])([C@:28]([N:29]1[CH:33]=[N:32][CH:31]=[N:30]1)([S:14][CH:11]1[CH2:12][CH2:13][N:8]([C:6]([O:5][C:1]([CH3:4])([CH3:2])[CH3:3])=[O:7])[CH2:9][CH2:10]1)[CH3:34])[CH3:26] |^1:14|. Procedure details: In 6 ml of dimethylformamide was dissolved 1-(tert-butoxycarbonyl)-4-mercaptopiperidine (corresponding to 2 mmol) as described in Reference example 12, and 86 mg (1.97 mmol) of 55% sodium hybride were added to the solution at 0° C. under a nitrogen atmosphere, followed by stirring of the resulting mixture at the same temperature for 20 minutes. Then, 503 mg (2.00 mmol) of (2R,3S)-2-(2,4-difluorophenyl)-3-methyl-2-[(1H-1,2,4-triazol-1-yl)methyl]oxirane were added to the reaction mixture and the m... Starting materials: O (water), COCCSCCOC.B (Borane bis(2-methoxyethyl) sulfide), 11B, C=CCCCCCC (1-octene). Run in ClCCl (dichloromethane). Reaction conditions: time 5 minute. The product is C(CCCCCCC)B(CCCCCCCC)CCCCCCCC (trioctylborane). As a reaction SMILES: COCCS[CH2:6][CH2:7]OC.[BH3:10].[CH2:11]=[CH:12][CH2:13][CH2:14][CH2:15][CH2:16][CH2:17][CH3:18].O>ClCCl>[CH2:11]([B:10]([CH2:11][CH2:12][CH2:13][CH2:14][CH2:15][CH2:16][CH2:6][CH3:7])[CH2:11][CH2:12][CH2:13][CH2:14][CH2:15][CH2:16][CH2:17][CH3:18])[CH2:12][CH2:13][CH2:14][CH2:15][CH2:16][CH2:17][CH3:18] |f:0.1|. Procedure: Borane bis(2-methoxyethyl) sulfide (5.0 ml, 30 mmol) was dissolved in dichloromethane (30 ml) and 1-octene (10.10 g, 90 mmol) was added dropwise with cooling to keep the temperature at 20°-25° C. The reaction was complete in 5 min as indicated by 11B NMR. The solution was vigorously stirred with water (10×20 ml), dried over magnesium sulfate and the solvent was removed under vacuum. 1H NMR spectrum showed the sulfide present. Diethyl ether (20 ml) was added, followed by 5% sodium hypochlorite so...